From a dataset of the Open Reaction Database (ORD), a public repository of structured organic reaction records. describe an organic reaction: reactants, conditions, products, and yield The reactants are CC(Nc1cc(-c2ccn(COCC[Si](C)(C)C)n2)cc(Nc2cnccn2)n1)c1ccc(F)cc1, O, O=C(O)C(F)(F)F. Product: CC(Nc1cc(-c2cc[nH]n2)cc(Nc2cnccn2)n1)c1ccc(F)cc1. RXN SMILES: [F:8][c:9]1[cH:10][cH:11][c:12]([CH:15]([CH3:16])[NH:17][c:18]2[n:19][c:20]([NH:37][c:38]3[n:39][cH:40][cH:41][n:42][cH:43]3)[cH:21][c:22](-[c:24]3[n:25][n:26]([CH2:29][O:30][CH2:31][CH2:32][Si:33]([CH3:34])([CH3:35])[CH3:36])[cH:27][cH:28]3)[cH:23]2)[cH:13][cH:14]1.[OH2:44].[OH:1][C:2]([C:3]([F:4])([F:5])[F:6])=[O:7]>>[F:8][c:9]1[cH:10][cH:11][c:12]([CH:15]([CH3:16])[NH:17][c:18]2[n:19][c:20]([NH:37][c:38]3[n:39][cH:40][cH:41][n:42][cH:43]3)[cH:21][c:22](-[c:24]3[n:25][nH:26][cH:27][cH:28]3)[cH:23]2)[cH:13][cH:14]1.